This data is from the Open Reaction Database (ORD), a public repository of structured organic reaction records. The task is: describe an organic reaction: reactants, conditions, products, and yield The product is C1(CC1)C(C1(CCC(CC1)SCC1CC1)C#N)O (1-(cyclopropyl-hydroxy-methyl)-4-cyclopropylmethylsulfanyl-cyclohexanecarbonitrile). Reaction SMILES: C(NC(C)C)(C)C.C([Li])CCC.[CH:13]1([CH2:16][S:17][CH:18]2[CH2:23][CH2:22][CH:21]([C:24]#[N:25])[CH2:20][CH2:19]2)[CH2:15][CH2:14]1.[CH:26]1([CH:29]=[O:30])[CH2:28][CH2:27]1>C1COCC1>[CH:26]1([CH:29]([OH:30])[C:21]2([C:24]#[N:25])[CH2:22][CH2:23][CH:18]([S:17][CH2:16][CH:13]3[CH2:14][CH2:15]3)[CH2:19][CH2:20]2)[CH2:28][CH2:27]1. The yield is 71.4%. Run in C1CCOC1 (THF), C1CCOC1 (THF). The reactants are C(C)(C)NC(C)C (diisopropylamine), C(CCC)[Li] (butyl lithium), C1(CC1)CSC1CCC(CC1)C#N (4-cyclopropylmethylsulfanyl-cyclohexanecarbonitrile), C1(CC1)C=O (Cyclopropanecarboxaldehyde). Reported procedure: To a stirred solution of diisopropylamine (1.59 ml; 11.3 mmol) in THF (10 ml) at 0° C was added dropwise butyl lithium (2.5 M in hexanes; 4.51 ml; 11.3 mmol). The mixture was stirred at 0° C. for 15 minutes then cooled to −78° C. A solution of 4-cyclopropylmethylsulfanyl-cyclohexanecarbonitrile (2 g; 10.2 mmol) in THF (10 ml) was added dropwise. On complete addition, the mixture was stirred at −78° C. for 30 minutes. Cyclopropanecarboxaldehyde (0.91 ml; 12.2 mmol) was added dropwise and the mixt... Conditions: temperature 0 celsius, time 15 minute. Reactants: C(C)(=O)O[C@@H](C(=O)OC)CC1=CC2=CN(N=C2C(=C1)C)COC ((R)-methyl 2-acetoxy-3-(2-(methoxymethyl)-7-methyl-2H-indazol-5-yl)propanoate), O.[OH-].[Li+] (lithium hydroxide monohydrate). The solvent is O1CCCC1 (tetrahydrofuran), CO (methanol), O (water). Run at temperature 0 celsius, time 1 hour. The product is O[C@@H](C(=O)O)CC1=CC2=CN(N=C2C(=C1)C)COC ((R)-2-Hydroxy-3-(2-(methoxymethyl)-7-methyl-2H-indazol-5-yl)propanoic acid). RXN SMILES: C([O:4][C@H:5]([CH2:10][C:11]1[CH:19]=[C:18]([CH3:20])[C:17]2[C:13](=[CH:14][N:15]([CH2:21][O:22][CH3:23])[N:16]=2)[CH:12]=1)[C:6]([O:8]C)=[O:7])(=O)C.O.[OH-].[Li+]>O1CCCC1.CO.O>[OH:4][C@H:5]([CH2:10][C:11]1[CH:19]=[C:18]([CH3:20])[C:17]2[C:13](=[CH:14][N:15]([CH2:21][O:22][CH3:23])[N:16]=2)[CH:12]=1)[C:6]([OH:8])=[O:7] |f:1.2.3|. Procedure: To a solution of (R)-methyl 2-acetoxy-3-(2-(methoxymethyl)-7-methyl-2H-indazol-5-yl)propanoate (2.70 g, 8.4 mmol) in tetrahydrofuran (20 mL) and methanol (20 mL) at 0° C. was added a solution of lithium hydroxide monohydrate (1.41 g, 4.0 equiv) in water (20 mL). The reaction was stirred at 0° C. for 1 h. The reaction was concentrated, dissolved in water (5 mL), cooled to 0° C., and treated with 1M hydrochloric acid until mildly acidic. The solution was was extracted extensively with ethyl acetat... Starting materials: C[C@H]1C(=O)O[C@H](C(=O)O1)C (L-lactide), C1(CCCCCO1)=O (ε-caprolactone), CCCCC(CC)C(=O)[O-].CCCCC(CC)C(=O)[O-].[Sn+2] (stannous octoate), C(CCCCCCCCCCC)O (lauryl alcohol). Solvent: C1(=CC=CC=C1)C (toluene). Conditions: time 10 hour. Product: C(C(O)C)(=O)O.OC(C(=O)O)CCCC (lactic acid hydroxycaproic acid). As a reaction SMILES: [CH3:1][C@@H:2]1[O:9]C(=O)[C@H](C)[O:5][C:3]1=[O:4].[C:11]1(=[O:18])[O:17][CH2:16][CH2:15][CH2:14][CH2:13][CH2:12]1.CCCCC(C([O-])=[O:27])CC.CCCCC(C([O-])=O)CC.[Sn+2].C(O)CCCCCCCCCCC>C1(C)C=CC=CC=1>[C:3]([OH:5])(=[O:4])[CH:2]([CH3:1])[OH:9].[OH:27][CH:12]([CH2:13][CH2:14][CH2:15][CH3:16])[C:11]([OH:17])=[O:18] |f:2.3.4,7.8|. Reported procedure: The same procedure as in Preparation Example 3 was effected except that 1441 g (10 mols) of L-lactide, 1140 g (10 mols) of ε-caprolactone and 10 ml of a toluene solution containing 0.26 g of stannous octoate, and 5 g of lauryl alcohol were used and that reaction was carried out at 160° C. for 10 hours, thereby obtaining a lactic acid-hydroxycaproic acid copolymer (hereinafter referred to as "PCLA1").